From a dataset of the Open Reaction Database (ORD), a public repository of structured organic reaction records. describe an organic reaction: reactants, conditions, products, and yield Reactants: resultant mixture, COC1=NC(=NC(=C1)OC)OC=1C(=NC(=CC1)N(C)C)C(=O)OC (methyl 3-(4,6-dimethoxypyrimidin-2-yl)oxy-6-dimethylaminopicolinate), O (water), [OH-].[K+] (potassium hydroxide). The solvent is CO (methanol). Yields the product COC1=NC(=NC(=C1)OC)OC=1C(=NC(=CC1)N(C)C)C(=O)[O-].[K+] (potassium 3-(4,6-dimethoxypyrimidin-2-yl)oxy-6-dimethylaminopicolinate). Reaction SMILES: [CH3:1][O:2][C:3]1[CH:8]=[C:7]([O:9][CH3:10])[N:6]=[C:5]([O:11][C:12]2[C:13]([C:21]([O:23]C)=[O:22])=[N:14][C:15]([N:18]([CH3:20])[CH3:19])=[CH:16][CH:17]=2)[N:4]=1.[OH-].[K+:26].O>CO>[CH3:10][O:9][C:7]1[CH:8]=[C:3]([O:2][CH3:1])[N:4]=[C:5]([O:11][C:12]2[C:13]([C:21]([O-:23])=[O:22])=[N:14][C:15]([N:18]([CH3:19])[CH3:20])=[CH:16][CH:17]=2)[N:6]=1.[K+:26] |f:1.2,5.6|. Procedure: 9.2 g (27.5 mmol) of methyl 3-(4,6-dimethoxypyrimidin-2-yl)oxy-6-dimethylaminopicolinate was dissolved in 30 ml of methanol, and 1.55 g (27.5 mmol) of 10% potassium hydroxide was added thereto. Furthermore, 20 ml of water was added thereto, and the resultant mixture was stirred at room temperature. The reaction liquor was concentrated under reduced pressure, and acetone was added thereto to precipitate a crystal. The crystal thus obtained was separated by filtration and was washed with hexane to...